The task is: describe an organic reaction: reactants, conditions, products, and yield. This data is from the Open Reaction Database (ORD), a public repository of structured organic reaction records. Starting materials: ice water, ClC1=NC(=CC=C1[N+](=O)[O-])Cl (2,6-dichloro-3-nitropyridine), C1(=CC=CC=C1)N (phenylamine), C([O-])(O)=O.[Na+] (sodium bicarbonate), Cl (HCl). Solvent: C(C)O (ethanol). Conditions: time 30 minute. Yields the product C1(=CC=CC=C1)NC1=NC(=CC=C1[N+](=O)[O-])Cl (2-phenylamino-6-chloro-3-nitropyridine). RXN SMILES: Cl[C:2]1[C:7]([N+:8]([O-:10])=[O:9])=[CH:6][CH:5]=[C:4]([Cl:11])[N:3]=1.[C:12]1([NH2:18])[CH:17]=[CH:16][CH:15]=[CH:14][CH:13]=1.C(=O)(O)[O-].[Na+].Cl>C(O)C>[C:12]1([NH:18][C:2]2[C:7]([N+:8]([O-:10])=[O:9])=[CH:6][CH:5]=[C:4]([Cl:11])[N:3]=2)[CH:17]=[CH:16][CH:15]=[CH:14][CH:13]=1 |f:2.3|. Procedure: 2,6-dichloro-3-nitropyridine (II-1, 193 mg, 1 mmol), phenylamine (III-2, 93 mg, 1 mmol) and sodium bicarbonate (84 mg, 1 mmol) were added to 10 mL anhydrous ethanol, and reacted at room temperature for 24 h. The reaction solution was poured into ice water, and adjusted with diluted HCl to a pH of 5-6, followed by stirring for 30 min, to precipitate a solid. The solid was filtered out, washed with water until neutral, and then dried to obtain compound IV-2 (219 mg, 88), a red solid, mp 95-98° C. ... Reactants: COC1=C(C=CC=C1)B(O)O (2-methoxyphenylboronic acid), N1=CC=CC=C1 (pyridine), CC1=NNC=C1C(=O)OC (Methyl 3-methyl-1H-pyrazole-4-carboxylate). Reagents/catalysts: C(C)(=O)[O-].[Cu+2].C(C)(=O)[O-] (copper acetate). The solvent is CN(C(C)=O)C (N,N-dimethylacetamide). Reaction conditions: time 8 hour. The product is COC1=C(C=CC=C1)N1N=C(C(=C1)C(=O)OC)C (methyl 1-(2-methoxyphenyl)-3-methyl-1H-pyrazole-4-carboxylate). Yield: 80.3%. RXN SMILES: [CH3:1][C:2]1[C:6]([C:7]([O:9][CH3:10])=[O:8])=[CH:5][NH:4][N:3]=1.[CH3:11][O:12][C:13]1[CH:18]=[CH:17][CH:16]=[CH:15][C:14]=1B(O)O.N1C=CC=CC=1>CN(C)C(=O)C.C([O-])(=O)C.[Cu+2].C([O-])(=O)C>[CH3:11][O:12][C:13]1[CH:18]=[CH:17][CH:16]=[CH:15][C:14]=1[N:4]1[CH:5]=[C:6]([C:7]([O:9][CH3:10])=[O:8])[C:2]([CH3:1])=[N:3]1 |f:4.5.6|. Procedure: Methyl 3-methyl-1H-pyrazole-4-carboxylate (7.3 g) synthesized in Example 1(3) was dissolved in N,N-dimethylacetamide (150 mL), 2-methoxyphenylboronic acid (15.9 g), copper acetate (18.2 g) and pyridine (16.2 mL) were added, and the mixture was stirred at room temperature overnight. The reaction mixture was filtered through celite, 1N hydrochloric acid (100 mL) was added to the filtrate, and the mixture was extracted with diethyl ether. The extract was washed with brine, dried over magnesium sulf...